Dataset: the Open Reaction Database (ORD), a public repository of structured organic reaction records. Task: describe an organic reaction: reactants, conditions, products, and yield Starting materials: compound 139, Cl.ClCC1=C(N=C2N1C=C(C=C2)C)C2=CC=C(C=C2)C (3-(chloromethyl)-6-methyl-2-p-tolylimidazo[1,2-a]pyridine hydrochloride), NN1C(=NC2=CC=CC=C2C1=O)C (3-amino-2-methylquinazolin-4(3H)-one). Yields the product CC1=NC2=CC=CC=C2C(N1NCC1=C(N=C2N1C=C(C=C2)C)C2=CC=C(C=C2)C)=O (2-Methyl-3-[(6-methyl-2-p-tolyl-imidazo[1,2-a]pyridin-3-ylmethyl)-amino]-3H-quinazolin-4-one). RXN SMILES: Cl.Cl[CH2:3][C:4]1[N:8]2[CH:9]=[C:10]([CH3:13])[CH:11]=[CH:12][C:7]2=[N:6][C:5]=1[C:14]1[CH:19]=[CH:18][C:17]([CH3:20])=[CH:16][CH:15]=1.[NH2:21][N:22]1[C:31](=[O:32])[C:30]2[C:25](=[CH:26][CH:27]=[CH:28][CH:29]=2)[N:24]=[C:23]1[CH3:33]>>[CH3:33][C:23]1[N:22]([NH:21][CH2:3][C:4]2[N:8]3[CH:9]=[C:10]([CH3:13])[CH:11]=[CH:12][C:7]3=[N:6][C:5]=2[C:14]2[CH:19]=[CH:18][C:17]([CH3:20])=[CH:16][CH:15]=2)[C:31](=[O:32])[C:30]2[C:25](=[CH:26][CH:27]=[CH:28][CH:29]=2)[N:24]=1 |f:0.1|. Procedure details: The title compound was prepared according to Method A and the experimentals described for compound 139 from 3-(chloromethyl)-6-methyl-2-p-tolylimidazo[1,2-a]pyridine hydrochloride and 3-amino-2-methylquinazolin-4(3H)-one. m/e+ 410 for C25H24N5O [M+H]+; 1H-NMR (400 MHz, CDCl3) δ 8.31 (s, 1H), 8.22 (t, J=1.1 Hz, 1H), 7.71 (m, 1H), 7.68 (d, J=8.0 Hz, 2H), 7.58 (d, J=8.0 Hz, 1H), 7.53 (d, J=9.1 Hz, 1H), 7.44 (t, J=8.0 Hz, 1H), 7.11 (d, J=8.0 Hz, 2H), 7.06 (dd, J=1.1, 9.1 Hz, 1H), 5.86 (t, J=4.8 Hz, ... The product is CN1CCN(CCC1)C1=CC=C(C=C1)N1C=NC2=C(C1=O)SC(=C2)C=O (3-[4-(4-Methylperhydro-1,4-diazepin-1-yl)phenyl]-4-oxo-3,4-dihydrothieno[3,2-d]pyrimidine-6-carbaldehyde). Reaction SMILES: CO[C:3]([C:5]1[S:6][C:7]([CH:15]=[O:16])=[CH:8][C:9]=1[N:10]=[CH:11][N:12]([CH3:14])C)=[O:4].[CH3:17][N:18]1[CH2:24][CH2:23][CH2:22][N:21]([C:25]2[CH:30]=[CH:29]C(N)=[CH:27][CH:26]=2)[CH2:20][CH2:19]1>>[CH3:17][N:18]1[CH2:24][CH2:23][CH2:22][N:21]([C:25]2[CH:30]=[CH:29][C:14]([N:12]3[C:3](=[O:4])[C:5]4[S:6][C:7]([CH:15]=[O:16])=[CH:8][C:9]=4[N:10]=[CH:11]3)=[CH:27][CH:26]=2)[CH2:20][CH2:19]1. Procedure: 3-(Dimethylaminomethyleneamino)-5-formylthiophene-2-carboxylic acid methyl ester was reacted with 4-(4-methylperhydro-1,4-diazepin-1-yl)phenylamine by method A1. The product with the molecular weight of 368.46 (C19H20N4O2S) was obtained in this way; MS (ESI): 369 (M+H+). Starting materials: COC(=O)C=1SC(=CC1N=CN(C)C)C=O (3-(Dimethylaminomethyleneamino)-5-formylthiophene-2-carboxylic acid methyl ester), CN1CCN(CCC1)C1=CC=C(C=C1)N (4-(4-methylperhydro-1,4-diazepin-1-yl)phenylamine). Starting materials: CCOC(=O)c1cc(Br)nc2c1cnn2C(C)C, CN1CCNCC1, CC#N, [K+], [K+], O=C([O-])[O-]. Product: CCOC(=O)c1cc(N2CCN(C)CC2)nc2c1cnn2C(C)C. Reaction SMILES: [Br:1][c:2]1[cH:3][c:4]([C:14](=[O:15])[O:16][CH2:17][CH3:18])[c:5]2[c:6]([n:7]1)[n:8]([CH:11]([CH3:12])[CH3:13])[n:9][cH:10]2.[CH3:25][N:26]1[CH2:27][CH2:28][NH:29][CH2:30][CH2:31]1.[CH3:32][C:33]#[N:34].[K+:19].[K+:20].[O-:21][C:22]([O-:23])=[O:24]>>[c:2]1([N:29]2[CH2:28][CH2:27][N:26]([CH3:25])[CH2:31][CH2:30]2)[cH:3][c:4]([C:14](=[O:15])[O:16][CH2:17][CH3:18])[c:5]2[c:6]([n:7]1)[n:8]([CH:11]([CH3:12])[CH3:13])[n:9][cH:10]2. Reactants: COc1cc(N2CCC(N3CCN(S(C)(=O)=O)CC3)CC2)ccc1N, C[O-], CO, CCCCCC, COc1ccc(-c2nc3cc(F)ccn3c2-c2ccnc(Cl)n2)cc1C(=O)Nc1c(F)cccc1F, ClCCl, Cl, [Na+], C1COCCO1, OCC(F)(F)F. The product is COc1cc(N2CCC(N3CCN(S(C)(=O)=O)CC3)CC2)ccc1Nc1nccc(-c2c(-c3ccc(OC)c(C(=O)Nc4c(F)cccc4F)c3)nc3cc(F)ccn23)n1. RXN SMILES: [CH3:37][O:38][c:39]1[c:40]([NH2:41])[cH:42][cH:43][c:44]([N:46]2[CH2:47][CH2:48][CH:49]([N:52]3[CH2:53][CH2:54][N:55]([S:58](=[O:59])(=[O:60])[CH3:61])[CH2:56][CH2:57]3)[CH2:50][CH2:51]2)[cH:45]1.[CH3:69][O-:70].[CH3:78][OH:79].[CH3:83][CH2:84][CH2:85][CH2:86][CH2:87][CH3:88].[Cl:1][c:2]1[n:3][cH:4][cH:5][c:6](-[c:8]2[c:9](-[c:18]3[cH:19][cH:20][c:21]([O:35][CH3:36])[c:22]([C:23](=[O:24])[NH:25][c:26]4[c:27]([F:33])[cH:28][cH:29][cH:30][c:31]4[F:32])[cH:34]3)[n:10][c:11]3[n:12]2[cH:13][cH:14][c:15]([F:17])[cH:16]3)[n:7]1.[Cl:80][CH2:81][Cl:82].[ClH:62].[Na+:71].[O:63]1[CH2:64][CH2:65][O:66][CH2:67][CH2:68]1.[OH:72][CH2:73][C:74]([F:75])([F:76])[F:77]>>[c:2]1([NH:41][c:40]2[c:39]([O:38][CH3:37])[cH:45][c:44]([N:46]3[CH2:47][CH2:48][CH:49]([N:52]4[CH2:53][CH2:54][N:55]([S:58](=[O:59])(=[O:60])[CH3:61])[CH2:56][CH2:57]4)[CH2:50][CH2:51]3)[cH:43][cH:42]2)[n:3][cH:4][cH:5][c:6](-[c:8]2[c:9](-[c:18]3[cH:19][cH:20][c:21]([O:35][CH3:36])[c:22]([C:23](=[O:24])[NH:25][c:26]4[c:27]([F:33])[cH:28][cH:29][cH:30][c:31]4[F:32])[cH:34]3)[n:10][c:11]3[n:12]2[cH:13][cH:14][c:15]([F:17])[cH:16]3)[n:7]1. The reactants are O1C(CCC1)CN1CCC(CC1)=NO (1-(2-tetrahydrofurylmethyl)piperid-4-one oxime), [H-].[Al+3].[Li+].[H-].[H-].[H-] (lithium aluminium hydride), O (water), [OH-].[Na+] (sodium hydroxide), O (water). Run in O1CCCC1 (tetrahydrofuran), O1CCCC1 (tetrahydrofuran). Reaction conditions: time 8 hour. The product is O1C(CCC1)CN1CCC(CC1)N (1-(2-tetrahydrofurylmethyl)-4-aminopiperidine). RXN SMILES: [O:1]1[CH2:5][CH2:4][CH2:3][CH:2]1[CH2:6][N:7]1[CH2:12][CH2:11][C:10](=[N:13]O)[CH2:9][CH2:8]1.[H-].[Al+3].[Li+].[H-].[H-].[H-].O.[OH-].[Na+]>O1CCCC1>[O:1]1[CH2:5][CH2:4][CH2:3][CH:2]1[CH2:6][N:7]1[CH2:8][CH2:9][CH:10]([NH2:13])[CH2:11][CH2:12]1 |f:1.2.3.4.5.6,8.9|. Reported procedure: A solution of 1-(2-tetrahydrofurylmethyl)piperid-4-one oxime (42.5 g; 0.22 moles) in anhydrous tetrahydrofuran (700 ml) was added dropwise to a suspension of lithium aluminium hydride (24.4 g; 0.64 moles) in anhydrous tetrahydrofuran (300 ml). The reaction mixture was left with stirring at room temperature overnight and then, water (24.5 ml), 4N sodium hydroxide aqueous solution (24.5 ml) and water (73.5 ml) were successively added, filtered, the filtrates dried (Na2SO4) and brought to dryness i... Reactants: O([N+](=O)[O-])[C@@H]1CC[C@H](CC1)N (trans-4-nitroxycyclohexylamine), C1(CCCO1)=O (4-butyrolactone). Run at time 3 day. The product is OCCCC(=O)N[C@@H]1CC[C@H](CC1)O[N+](=O)[O-] (4-Hydroxy-N-(trans-4-nitroxycyclohexyl)-butyric acid amide). As a reaction SMILES: [O:1]([C@H:5]1[CH2:10][CH2:9][C@H:8]([NH2:11])[CH2:7][CH2:6]1)[N+:2]([O-:4])=[O:3].[C:12]1(=[O:17])[O:16][CH2:15][CH2:14][CH2:13]1>>[OH:17][CH2:12][CH2:13][CH2:14][C:15]([NH:11][C@H:8]1[CH2:7][CH2:6][C@H:5]([O:1][N+:2]([O-:4])=[O:3])[CH2:10][CH2:9]1)=[O:16]. Procedure: 4.8 g (0.03 mol) trans-4-nitroxycyclohexylamine are mixed with 5.7 ml 4-butyrolactone and stirred for 3 d at room temperature. For the removal of the excess lactone, it is filtered over a silicic gel acid with ethyl acetate. After collection of the pure fractions, it is distilled in a vacuum, triturated with ether and filtered off with suction. There remain 2.1 g of the title compound of the melting point 58°-60° C., i.e. 28% of theory. The reactants are O=C(O)C(F)(F)F, CNC(=O)C1CC(n2cc(-c3cnc(N)c(-c4nc5ccccc5o4)c3)cn2)CN1C(=O)OC(C)(C)C. Yields the product CNC(=O)C1CC(n2cc(-c3cnc(N)c(-c4nc5ccccc5o4)c3)cn2)CN1. As a reaction SMILES: [F:1][C:2]([F:3])([F:4])[C:5]([OH:6])=[O:7].[NH2:8][c:9]1[c:10](-[c:36]2[o:37][c:38]3[c:39]([n:40]2)[cH:41][cH:42][cH:43][cH:44]3)[cH:11][c:12](-[c:15]2[cH:16][n:17][n:18]([CH:20]3[CH2:21][CH:22]([C:32]([NH:33][CH3:34])=[O:35])[N:23]([C:25]([O:26][C:27]([CH3:28])([CH3:29])[CH3:30])=[O:31])[CH2:24]3)[cH:19]2)[cH:13][n:14]1>>[NH2:8][c:9]1[c:10](-[c:36]2[o:37][c:38]3[c:39]([n:40]2)[cH:41][cH:42][cH:43][cH:44]3)[cH:11][c:12](-[c:15]2[cH:16][n:17][n:18]([CH:20]3[CH2:21][CH:22]([C:32]([NH:33][CH3:34])=[O:35])[NH:23][CH2:24]3)[cH:19]2)[cH:13][n:14]1.